Dataset: the Open Reaction Database (ORD), a public repository of structured organic reaction records. Task: describe an organic reaction: reactants, conditions, products, and yield The reactants are BrCCCC1=CC(=C(C=C1)OC)OC (1-bromo-3-(3,4-dimethoxyphenyl)propane), BrCCCC1=CC(=C(C=C1)OC)OC (1-bromo-3-(3,4-dimethoxyphenyl)propane), [Mg] (magnesium), [Cl-].[NH4+] (ammonium chloride), ClC1=CC(CC1O[Si](C)(C)C(C)(C)C)=O (3-chloro-4-t-butyldimethylsilyloxy-2-cyclopentenone). Procedure details: 128 mg (5.3 mmoles) of magnesium was taken, and 4 ml of dry tetrahydrofuran was added. Then, a small amount of a solution of 1.37 g of 1-bromo-3-(3,4-dimethoxyphenyl)propane in 10 ml of dry tetrahydrofuran was added. The mixture was heated. After the initiation of the reaction, a solution of 1-bromo-3-(3,4-dimethoxyphenyl)propane in tetrahydrofuran was added little by little, and the solution was refluxed for 1.5 hours. The resulting reagent was cooled to -78° C., and a cooled solution of 1.305 ... Product: [Si](C)(C)(C(C)(C)C)OC1C(=CC(C1)(O)CCCC1=CC(=C(C=C1)OC)OC)Cl (4-t-butyldimethylsilyloxy-3-chloro-1-(3,4-dimethoxyphenylpropyl)-1-hydroxy-2-cyclopentene). Solvent: O1CCCC1 (tetrahydrofuran), O1CCCC1 (tetrahydrofuran), O1CCCC1 (tetrahydrofuran), O1CCCC1 (tetrahydrofuran). Run at temperature -78 celsius, time 1.5 hour. The yield is 26.6%. RXN SMILES: [Mg].Br[CH2:3][CH2:4][CH2:5][C:6]1[CH:11]=[CH:10][C:9]([O:12][CH3:13])=[C:8]([O:14][CH3:15])[CH:7]=1.[Cl:16][C:17]1[CH:21]([O:22][Si:23]([C:26]([CH3:29])([CH3:28])[CH3:27])([CH3:25])[CH3:24])[CH2:20][C:19](=[O:30])[CH:18]=1.[Cl-].[NH4+]>O1CCCC1>[Si:23]([O:22][CH:21]1[CH2:20][C:19]([CH2:3][CH2:4][CH2:5][C:6]2[CH:11]=[CH:10][C:9]([O:12][CH3:13])=[C:8]([O:14][CH3:15])[CH:7]=2)([OH:30])[CH:18]=[C:17]1[Cl:16])([C:26]([CH3:29])([CH3:28])[CH3:27])([CH3:25])[CH3:24] |f:3.4|. Starting materials: NCC1CN(C(O1)=O)C1=CC=CC=C1 (5-aminomethyl-3-phenyloxazolidin-2-one), ClCCC(CCCl)C1=CC2=C(C=C1)OCO2 (1,5-dichloro-3-(3,4-methylenedioxyphenyl)pentane). Solvent: CC(=O)C (acetone), O (water). Reaction conditions: time 24 hour. Product: C1(=CC=CC=C1)N1C(OC(C1)CN1CCC(CC1)C1=CC2=C(C=C1)OCO2)=O (3-phenyl-5-[4-(3,4-methylenedioxyphenyl)piperidinomethyl]oxazolidin-2-one). RXN SMILES: [NH2:1][CH2:2][CH:3]1[O:7][C:6](=[O:8])[N:5]([C:9]2[CH:14]=[CH:13][CH:12]=[CH:11][CH:10]=2)[CH2:4]1.Cl[CH2:16][CH2:17][CH:18]([C:22]1[CH:27]=[CH:26][C:25]2[O:28][CH2:29][O:30][C:24]=2[CH:23]=1)[CH2:19][CH2:20]Cl>CC(C)=O.O>[C:9]1([N:5]2[CH2:4][CH:3]([CH2:2][N:1]3[CH2:16][CH2:17][CH:18]([C:22]4[CH:27]=[CH:26][C:25]5[O:28][CH2:29][O:30][C:24]=5[CH:23]=4)[CH2:19][CH2:20]3)[O:7][C:6]2=[O:8])[CH:10]=[CH:11][CH:12]=[CH:13][CH:14]=1. Reported procedure: A mixture of 1.92 g of 5-aminomethyl-3-phenyloxazolidin-2-one [obtainable by reaction of 5-chloromethyl-3-phenyloxazolidin-2-one with potassium phthalimide and subsequent hydrolysis] and 2.63 g of 1,5-dichloro-3-(3,4-methylenedioxyphenyl)pentane in 40 ml of acetone and 40 ml of water is boiled for 24 hours and worked up as usual, giving 3-phenyl-5-[4-(3,4-methylenedioxyphenyl)piperidinomethyl]oxazolidin-2-one.